From a dataset of the Open Reaction Database (ORD), a public repository of structured organic reaction records. describe an organic reaction: reactants, conditions, products, and yield Reactants: Cl (HCl), Cl.NC=1C=NC2=CC(=C(C=C2C1)OC)OC (3-amino-6,7-dimethoxy-quinoline hydrochloride), C[O-].[Na+] (NaOMe), [OH-].[Na+] (NaOH), B (borane). Solvent: CO (MeOH), N1=CC=CC=C1 (pyridine). Conditions: time 30 minute. Product: NC1CC(CCC1)C1=NC2=CC(=C(C=C2C=C1)OC)OC (3-Aminocyclohexyl-6,7-dimethoxy-quinoline). Yield: 115.0%. Reaction SMILES: Cl.N[C:3]1[CH:4]=[N:5][C:6]2[C:11]([CH:12]=1)=[CH:10][C:9]([O:13][CH3:14])=[C:8]([O:15][CH3:16])[CH:7]=2.C[O-].[Na+].B.Cl.[OH-].[Na+]>N1C=CC=CC=1.CO>[NH2:5][CH:6]1[CH2:11][CH2:10][CH2:9][CH:8]([C:4]2[CH:3]=[CH:12][C:11]3[C:6](=[CH:7][C:8]([O:15][CH3:16])=[C:9]([O:13][CH3:14])[CH:10]=3)[N:5]=2)[CH2:7]1 |f:0.1,2.3,6.7|. Procedure: To a MeOH (3 mL) solution of 4 Å powdered molecular sieves (0.11 g) under argon is added 3-amino-6,7-dimethoxy-quinoline hydrochloride (0.17 g, 0.68 mmol) and NaOMe (0.039 g, 0.71 mmol). The reaction mixture is stirred at room temperature for 30 min., and cyclohexahone (0.074 mL, 0.71 mmol), then pyridine.borane (0.072 mL, 0.071 mmol) are added portionwise. The mixture is stirred for 4.5 h, then 5N HCl (1.4 mL, 6.8 mmol) is added portionwise. The reaction mixture is stirred 45 min., then made st... Reactants: C(C)(C)(C)OC(N(C1=CC=NC=C1)CCOC1=CC(=CC(=C1)Cl)C(N(C(C)C)CCCN)=O)=O ((2-{3-[(3-amino-propyl)-isopropyl-carbamoyl]-5-chloro-phenoxy}-ethyl)-pyridin-4-yl-carbamic acid tert-butyl ester), ClCCl.FC(C(=O)O)(F)F (dichloromethane trifluoroacetic acid). Run in ClCCl (dichloromethane). Reaction conditions: time 3 hour. Yields the product FC(C(=O)O)(F)F.FC(C(=O)O)(F)F.NCCCN(C(C1=CC(=CC(=C1)OCCNC1=CC=NC=C1)Cl)=O)C(C)C (N-(3-Amino-propyl)-3-chloro-N-isopropyl-5-[2-(pyridin-4-ylamino)-ethoxy]-benzamide bis(trifluoroacetate)). Reaction SMILES: C(OC(=O)[N:7]([CH2:14][CH2:15][O:16][C:17]1[CH:22]=[C:21]([Cl:23])[CH:20]=[C:19]([C:24](=[O:33])[N:25]([CH2:29][CH2:30][CH2:31][NH2:32])[CH:26]([CH3:28])[CH3:27])[CH:18]=1)[C:8]1[CH:13]=[CH:12][N:11]=[CH:10][CH:9]=1)(C)(C)C.ClCCl.[F:38][C:39]([F:44])([F:43])[C:40]([OH:42])=[O:41]>ClCCl>[F:38][C:39]([F:44])([F:43])[C:40]([OH:42])=[O:41].[F:38][C:39]([F:44])([F:43])[C:40]([OH:42])=[O:41].[NH2:32][CH2:31][CH2:30][CH2:29][N:25]([CH:26]([CH3:28])[CH3:27])[C:24](=[O:33])[C:19]1[CH:18]=[C:17]([O:16][CH2:15][CH2:14][NH:7][C:8]2[CH:13]=[CH:12][N:11]=[CH:10][CH:9]=2)[CH:22]=[C:21]([Cl:23])[CH:20]=1 |f:1.2,4.5.6|. Reported procedure: A solution of (2-{3-[(3-amino-propyl)-isopropyl-carbamoyl]-5-chloro-phenoxy}-ethyl)-pyridin-4-yl-carbamic acid tert-butyl ester (0.025 g) in dichloromethane (1 ml) was treated with dichloromethane:trifluoroacetic acid (1:1 v/v) (1 ml), stirred for 3 h at room temperature and concentrated under reduced pressure. The residue was subjected to preparative hplc to give the title compound (0.018 g) as a light brown oil. The reactants are OC(C(=O)C1=CC=CC=C1)CC=CC (2-hydroxy-3-propenylpropiophenone), COC1=CC=C(C(=O)Cl)C=C1 (p-methoxybenzoyl chloride), COC1=CC=C(C(=O)[O-])C=C1.[Na+] (sodium p-methoxybenzoate), COC1=CC=C(C(=O)[O-])C=C1.[Na+] (sodium p-methoxybenzoate). The solvent is C(C)(=O)OCC (ethyl acetate). Conditions: time 5 hour. Yields the product COC1=CC=C(C=2OC3=C(C=CC=C3C(C2C)=O)C=CC)C=C1 (4'-methoxy-3-methyl-8-propenylflavone). Yield: 75.4%. Reaction SMILES: O[CH:2]([CH2:11]C=CC)[C:3]([C:5]1[CH:10]=[CH:9][CH:8]=[CH:7][CH:6]=1)=[O:4].[CH3:15][O:16][C:17]1[CH:25]=[CH:24][C:20]([C:21](Cl)=[O:22])=[CH:19][CH:18]=1.CO[C:28]1[CH:36]=CC(C([O-])=O)=C[CH:29]=1.[Na+]>C(OCC)(=O)C>[CH3:15][O:16][C:17]1[CH:25]=[CH:24][C:20]([C:21]2[O:22][C:6]3[C:5]([C:3](=[O:4])[C:2]=2[CH3:11])=[CH:10][CH:9]=[CH:8][C:7]=3[CH:29]=[CH:28][CH3:36])=[CH:19][CH:18]=1 |f:2.3|. Procedure: To 2.47 grams of 2-hydroxy-3-propenylpropiophenone are added 6.65 grams of p-methoxybenzoyl chloride and one half of 6.88 grams of anhydrous sodium p-methoxybenzoate, the mixture is heated in a nitrogen stream and, when 2-hydroxy-3-propenyl-propiopheone is dissolved, the residue of anhydrous sodium p-methoxybenzoate is added thereto, and the mixture is stirred at 180° to 190° C. for five hours. After cooled, the mixture is dissolved in ethyl acetate, the solution is washed with 10% sodium hydrox... Reactants: C(C1=CC=CC=C1)=O (benzaldehyde), C1(=CC=CC=C1)C1NC(NC=C1C(=O)OCC)=S (ethyl 4-phenyl-3,4-dihydropyrimidine-2(1H)thione-5-carboxylate), C(C)(=O)OC(C)=O (acetic anhydride), NC(=S)N (thiourea), C(CC(=O)C)(=O)OCC (ethyl acetoacetate). Yields the product C(C)(=O)N1C(NC(=C(C1C1=CC=CC=C1)C(=O)OCC)C)=S (Ethyl 3-acetyl-6-methyl-4-phenyl-3,4-dihydropyrimidine-2(1H)thione-5-carboxylate). As a reaction SMILES: [CH:1](=[O:8])[C:2]1C=CC=CC=1.NC(N)=S.[C:13]([O:19][CH2:20][CH3:21])(=[O:18])[CH2:14][C:15]([CH3:17])=O.[C:22]1([CH:28]2C(C(OCC)=O)=C[NH:31][C:30](=[S:39])[NH:29]2)[CH:27]=[CH:26][CH:25]=[CH:24][CH:23]=1.C(OC(=O)C)(=O)C>>[C:1]([N:29]1[CH:28]([C:22]2[CH:23]=[CH:24][CH:25]=[CH:26][CH:27]=2)[C:14]([C:13]([O:19][CH2:20][CH3:21])=[O:18])=[C:15]([CH3:17])[NH:31][C:30]1=[S:39])(=[O:8])[CH3:2]. Reported procedure: Utilizing the general procedure of Example 2 and starting with benzaldehyde, thiourea and ethyl acetoacetate, ethyl 4-phenyl-3,4-dihydropyrimidine-2(1H)thione-5-carboxylate was prepared and then acylated with acetic anhydride to afford the title product as a solid (mp 142°-5° C.). Reactants: Cl (hydrochloride), [BH4-].[Na+] (sodium borohydride), Cl.COC1=C(C=CC=C1)N1CCN(CC1)C(C(=O)C=1C=C2CC(NC2=CC1)=O)C (5-(2-(4-(2-methoxyphenyl)piperazin-1-yl)propanoyl)indolin-2-one hydrochloride). The solvent is CO (methanol). Run at time 3 hour. Yields the product OC(C(C)N1CCN(CC1)C1=C(C=CC=C1)OC)C=1C=C2CC(NC2=CC1)=O ((1RS,2SR)-5-(1-hydroxy-2-(4-(2-methoxyphenyl)piperazin-1-yl)propyl)indolin-2-one). Isolated yield 36.0%. As a reaction SMILES: Cl.[CH3:2][O:3][C:4]1[CH:9]=[CH:8][CH:7]=[CH:6][C:5]=1[N:10]1[CH2:15][CH2:14][N:13]([CH:16]([CH3:29])[C:17]([C:19]2[CH:20]=[C:21]3[C:25](=[CH:26][CH:27]=2)[NH:24][C:23](=[O:28])[CH2:22]3)=[O:18])[CH2:12][CH2:11]1.[BH4-].[Na+].Cl>CO>[OH:18][CH:17]([C:19]1[CH:20]=[C:21]2[C:25](=[CH:26][CH:27]=1)[NH:24][C:23](=[O:28])[CH2:22]2)[CH:16]([N:13]1[CH2:14][CH2:15][N:10]([C:5]2[CH:6]=[CH:7][CH:8]=[CH:9][C:4]=2[O:3][CH3:2])[CH2:11][CH2:12]1)[CH3:29] |f:0.1,2.3|. Reported procedure: The 5-(2-(4-(2-methoxyphenyl)piperazin-1-yl)propanoyl)indolin-2-one hydrochloride (1.66 g, 4 mmol) was dissolved in 50 ml of methanol solution, and sodium borohydride (0.15 g, 8.4 mmol) was added in proportions, mixed and stirred at room temperature for 3 hours. Working up according to general procedure B gave 0.55 g of (1RS,2SR)-5-(1-hydroxy-2-(4-(2-methoxyphenyl)piperazin-1-yl)propyl)indolin-2-one (IV-1) hydrochloride having a melting point of 213 to 215° C., with a yield of 32.9%; and 0.51 g ... As a reaction SMILES: [CH2:1]([O:8][C:9]1[CH:17]=[CH:16][C:12]([C:13]([OH:15])=[O:14])=[CH:11][CH:10]=1)[CH2:2][CH2:3][CH2:4][CH2:5][CH2:6][CH3:7].C1C=CC2N(O)N=NC=2C=1.C(Cl)CCl.[C:32]([C:36]1[CH:61]=[CH:60][C:39]([C:40]([NH:42][C@@H:43]([CH2:48][C:49]2[CH:54]=[CH:53][C:52](/[C:55](=[N:58]/[H])/[NH:56]O)=[CH:51][CH:50]=2)[C:44]([O:46][CH3:47])=[O:45])=[O:41])=[CH:38][CH:37]=1)([CH3:35])([CH3:34])[CH3:33]>CN(C=O)C>[C:32]([C:36]1[CH:61]=[CH:60][C:39]([C:40]([NH:42][C@@H:43]([CH2:48][C:49]2[CH:50]=[CH:51][C:52]([C:55](=[NH:56])[NH:58][O:14][C:13](=[O:15])[C:12]3[CH:16]=[CH:17][C:9]([O:8][CH2:1][CH2:2][CH2:3][CH2:4][CH2:5][CH2:6][CH3:7])=[CH:10][CH:11]=3)=[CH:53][CH:54]=2)[C:44]([O:46][CH3:47])=[O:45])=[O:41])=[CH:38][CH:37]=1)([CH3:35])([CH3:33])[CH3:34]. Run in CN(C)C=O (DMF). Starting materials: C(CCCCCC)OC1=CC=C(C(=O)O)C=C1 (4-(heptyloxy)benzoic acid), C=1C=CC2=C(C1)N=NN2O (HOBt), C(CCl)Cl (EDC), C(C)(C)(C)C1=CC=C(C(=O)N[C@H](C(=O)OC)CC2=CC=C(C=C2)/C(/NO)=N/[H])C=C1 ((S,Z)-methyl 2-(4-(tert-butyl)benzamido)-3-(4-(N-hydroxycarbamimidoyl)phenyl)-propanoate). Procedure: Prepared using General Procedure 5: To a solution of 4-(heptyloxy)benzoic acid (400.0 mg, 1.54 mmol) in anhydrous DMF (6 mL) were added HOBt (312.3 mg, 2.31 mmol) and EDC (442.75 mg, 2.31 mmol). After stirring for 2 h, (S,Z)-methyl 2-(4-(tert-butyl)benzamido)-3-(4-(N-hydroxycarbamimidoyl)phenyl)-propanoate, INT-2 (673.3 mg, 1.69 mmol) was added. The reaction mixture was stirred at RT for 2 h, partitioned between saturated aqueous NaHCO3 (15 mL) and EA (15 mL), and concentrated under reduced pres... The product is C(C)(C)(C)C1=CC=C(C(=O)N[C@H](C(=O)OC)CC2=CC=C(C=C2)C(NOC(C2=CC=C(C=C2)OCCCCCCC)=O)=N)C=C1 ((S)-methyl 2-(4-(tert-butyl)benzamido)-3-(4-(N-((4-(heptyloxy)benzoyl)oxy)carbamimidoyl)phenyl)propanoate). Conditions: time 2 hour. The reactants are COC1=CC=C(C=C1)NC=1C(NC(C1C1=CC=CC=C1)=O)=O (3-[(4-methoxyphenyl)amino]-4-phenyl-1H-pyrrole-2,5-dione), FC(CCO)(F)F (3,3,3-trifluoropropan-1-ol), N(=NC(=O)OCC)C(=O)OCC (diethyl azodicarboxylate), C1(=CC=CC=C1)P(C1=CC=CC=C1)C1=CC=CC=C1 (triphenylphosphine). The solvent is C1CCOC1 (THF), C1CCOC1 (THF). Conditions: temperature 130 celsius. Product: COC1=CC=C(C=C1)NC=1C(N(C(C1C1=CC=CC=C1)=O)CCC(F)(F)F)=O (3-[(4-Methoxyphenyl)amino]-4-phenyl-1-(3,3,3-trifluoropropyl)-1H-pyrrole-2,5-dione). Yield: 76.9%. Reaction SMILES: [CH3:1][O:2][C:3]1[CH:8]=[CH:7][C:6]([NH:9][C:10]2[C:11](=[O:22])[NH:12][C:13](=[O:21])[C:14]=2[C:15]2[CH:20]=[CH:19][CH:18]=[CH:17][CH:16]=2)=[CH:5][CH:4]=1.[F:23][C:24]([F:29])([F:28])[CH2:25][CH2:26]O.N(C(OCC)=O)=NC(OCC)=O.C1(P(C2C=CC=CC=2)C2C=CC=CC=2)C=CC=CC=1>C1COCC1>[CH3:1][O:2][C:3]1[CH:4]=[CH:5][C:6]([NH:9][C:10]2[C:11](=[O:22])[N:12]([CH2:26][CH2:25][C:24]([F:29])([F:28])[F:23])[C:13](=[O:21])[C:14]=2[C:15]2[CH:20]=[CH:19][CH:18]=[CH:17][CH:16]=2)=[CH:7][CH:8]=1. Reported procedure: To a solution of 3-[(4-methoxyphenyl)amino]-4-phenyl-1H-pyrrole-2,5-dione (0.17 mmol, 50 mg), 3,3,3-trifluoropropan-1-ol (0.19 mmol, 21 mg), diethyl azodicarboxylate (0.19 mmol, 33 mg) in dry THF (1 mL) was added triphenylphosphine (0.19 mmol, 49 mg) in dry THF (1 mL). The mixture was heated in a microwave reactor at 130° C. for six min. After cooling, the reaction mixture was purified by HPLC (95% 0.1M ammonium acetate buffer: 5% CH3CN→100% CH3CN) to give 51 mg (77%) of the title compound. 1H N... Reactants: C(C)(C)OC(C)C (isopropyl ether), NC=1C=C(C=CC1)/C=C/C1=NC(=CC=C1)COCCCCC1=CC=C(C=C1)OC (2-[(E)-2-(3-aminophenyl)ethenyl]-6-[4-(4-methoxyphenyl)butoxy]methylpyridine), N[C@@H](CCC(=O)OC)C(=O)OC (dimethyl glutamate), C(C)(=O)[O-].[Na+] (sodium acetate). Run in CCCCCC (n-hexane), C(OC)COC (dimethoxyethane). Yields the product C(=O)(O)C(CCC(=O)NC=1C=C(C=CC1)/C=C/C1=NC(=CC=C1)COCCCCC1=CC=C(C=C1)OC)(C)C (2-[(E)-2-(3-(4-carboxy-4-methylvalerylamino)phenyl)ethenyl]-6-[4-(4-methoxyphenyl)butoxy]methylpyridine). As a reaction SMILES: [NH2:1][C:2]1[CH:3]=[C:4](/[CH:8]=[CH:9]/[C:10]2[CH:15]=[CH:14][CH:13]=[C:12]([CH2:16][O:17][CH2:18][CH2:19][CH2:20][CH2:21][C:22]3[CH:27]=[CH:26][C:25]([O:28][CH3:29])=[CH:24][CH:23]=3)[N:11]=2)[CH:5]=[CH:6][CH:7]=1.N[C@H:31]([C:38](OC)=[O:39])[CH2:32]CC(OC)=O.[C:42]([O-:45])(=[O:44])C.[Na+].C(O[CH:51]([CH3:53])[CH3:52])(C)C>CCCCCC.C(COC)OC>[C:42]([C:51]([CH3:52])([CH3:53])[CH2:32][CH2:31][C:38]([NH:1][C:2]1[CH:3]=[C:4](/[CH:8]=[CH:9]/[C:10]2[CH:15]=[CH:14][CH:13]=[C:12]([CH2:16][O:17][CH2:18][CH2:19][CH2:20][CH2:21][C:22]3[CH:27]=[CH:26][C:25]([O:28][CH3:29])=[CH:24][CH:23]=3)[N:11]=2)[CH:5]=[CH:6][CH:7]=1)=[O:39])([OH:45])=[O:44] |f:2.3|. Procedure details: By the use of 0.43 g of 2-[(E)-2-(3-aminophenyl)ethenyl]-6-[4-(4-methoxyphenyl)butoxy]methylpyridine, 0.24 g of anhydrous dimethyl glutamate, 0.31 g of sodium acetate and 10 ml of dimethoxyethane, the reaction was similarly carried out as Example 1(3). To the obtained residue were added isopropyl ether and n-hexane and then the residue was collected by filtration. Further, the residue was dissolved in chloroform, and filtered off and then the solvent was distilled off. To the residue were added ...